describe an organic reaction: reactants, conditions, products, and yield From a dataset of the Open Reaction Database (ORD), a public repository of structured organic reaction records. Starting materials: N1=C(C=CC=C1)C(C1=NC=CC=C1)=NO (pyridyl ketone oxim), N (ammonia), NH4OAc. Reagents/catalysts: [Zn] (Zn), [Zn] (Zn). Solvent: C(C)O (ethanol). Yields the product N1=C(C=CC=C1)C(C1=NC=CC=C1)N (Bis(pyridin-2-yl)methylamine). The yield is 85.4%. As a reaction SMILES: [N:1]1[CH:6]=[CH:5][CH:4]=[CH:3][C:2]=1[C:7](=[N:14]O)[C:8]1[CH:13]=[CH:12][CH:11]=[CH:10][N:9]=1.N>[Zn].C(O)C>[N:1]1[CH:6]=[CH:5][CH:4]=[CH:3][C:2]=1[CH:7]([NH2:14])[C:8]1[CH:13]=[CH:12][CH:11]=[CH:10][N:9]=1. Reported procedure: To pyridyl ketone oxim (3 g, 15.1 mmol) was added ethanol (15 ml), concentrated ammonia solution (15 mL) and NH4OAc (1.21 g, 15.8 mmol). The solution was warmed until reflux. To this solution was added 4.64 g Zn in small portions. After the addition of all Zn, the mixture was refluxed for 1 hour and allowed to cool to ambient temperature. The solution was filtered and water (15 ml) was added. Solid NaOH was added until pH>>10 and the solution was extracted with CH2Cl2 (3×20 ml). The organic laye...